Dataset: the Open Reaction Database (ORD), a public repository of structured organic reaction records. Task: describe an organic reaction: reactants, conditions, products, and yield Starting materials: B, C=CCCCCCCCCCP(=O)(CP(=O)(OC)OC)OCC, CCOC(C)=O, [Na+], [Na+], C1CCOC1, [OH-], OO, O=S([O-])O. Product: CCOP(=O)(CCCCCCCCCCCO)CP(=O)(OC)OC. RXN SMILES: [BH3:1].[CH3:2][O:3][P:4]([O:5][CH3:6])(=[O:7])[CH2:8][P:9](=[O:10])([O:11][CH2:12][CH3:13])[CH2:14][CH2:15][CH2:16][CH2:17][CH2:18][CH2:19][CH2:20][CH2:21][CH2:22][CH:23]=[CH2:24].[CH3:34][CH2:35][O:36][C:37](=[O:38])[CH3:39].[Na+:26].[Na+:33].[O:40]1[CH2:41][CH2:42][CH2:43][CH2:44]1.[OH-:25].[OH:27][OH:28].[S:29]([O-:30])(=[O:31])[OH:32]>>[CH3:2][O:3][P:4]([O:5][CH3:6])(=[O:7])[CH2:8][P:9](=[O:10])([O:11][CH2:12][CH3:13])[CH2:14][CH2:15][CH2:16][CH2:17][CH2:18][CH2:19][CH2:20][CH2:21][CH2:22][CH2:23][CH2:24][OH:30].